From a dataset of the Open Reaction Database (ORD), a public repository of structured organic reaction records. describe an organic reaction: reactants, conditions, products, and yield Reactants: BrCC(=O)OCC (ethyl 2-bromoacetate), C([O-])([O-])=O.[K+].[K+] (potassium carbonate), ON1N=NC2=C1C=C(C=C2)C(O)C2=CC=CC=C2 (1-hydroxy-α-phenyl-1H-benzotriazole-6-methanol), [H-].[Na+] (sodium hydride), [H][H] (hydrogen). Run in CS(=O)C (dimethyl sulfoxide). Reaction conditions: time 30 minute. Product: C1(=CC=CC=C1)C(O)C1=CC2=C(NN=N2)C=C1 (α-phenyl-1H-benzotriazole-5-methanol). Yield: 68.8%. RXN SMILES: O[N:2]1[C:6]2[CH:7]=[C:8]([CH:11]([C:13]3[CH:18]=[CH:17][CH:16]=[CH:15][CH:14]=3)[OH:12])[CH:9]=[CH:10][C:5]=2[N:4]=[N:3]1.[H-].[Na+].[H][H].BrCC(OCC)=O.C(=O)([O-])[O-].[K+].[K+]>CS(C)=O>[C:13]1([CH:11]([C:8]2[CH:9]=[CH:10][C:5]3[NH:4][N:3]=[N:2][C:6]=3[CH:7]=2)[OH:12])[CH:14]=[CH:15][CH:16]=[CH:17][CH:18]=1 |f:1.2,5.6.7|. Procedure details: To a stirred solution of 5.2 parts of 1-hydroxy-α-phenyl-1H-benzotriazole-6-methanol in 30 parts of dimethyl sulfoxide were added 0.96 parts of a sodium hydride dispersion 50%. The reaction mixture was stirred till no more hydrogen escapted. After the addition of 3.34 parts of ethyl 2-bromoacetate, the whole was stirred for 30 minutes at room temperature. 1.38 Parts of potassium carbonate were added and stirring was continued for 3 hours at 50° C. The dimethyl sulfoxide layer was evaporated and ... Reactants: ClC1=NC=NC(=C1C)Cl (4,6-dichloro-5-methyl-pyrimidine), C(C)(C)(C)OC(=O)N1CCC(CC1)O (4-hydroxy-piperidine-1-carboxylic acid tert-butyl ester), CC(C)([O-])C.[K+] (potassium tert-butoxide). Solvent: C1CCOC1 (THF). Reaction conditions: time 16 hour. Yields the product C(C)(C)(C)OC(=O)N1CCC(CC1)OC1=NC=NC(=C1C)Cl (4-(6-Chloro-5-methyl-pyrimidin-4-yloxy)-piperidine-1-carboxylic acid tert-butyl ester). As a reaction SMILES: Cl[C:2]1[C:7]([CH3:8])=[C:6]([Cl:9])[N:5]=[CH:4][N:3]=1.[C:10]([O:14][C:15]([N:17]1[CH2:22][CH2:21][CH:20]([OH:23])[CH2:19][CH2:18]1)=[O:16])([CH3:13])([CH3:12])[CH3:11].CC(C)([O-])C.[K+]>C1COCC1>[C:10]([O:14][C:15]([N:17]1[CH2:22][CH2:21][CH:20]([O:23][C:2]2[C:7]([CH3:8])=[C:6]([Cl:9])[N:5]=[CH:4][N:3]=2)[CH2:19][CH2:18]1)=[O:16])([CH3:13])([CH3:11])[CH3:12] |f:2.3|. Procedure details: To a solution of 4,6-dichloro-5-methyl-pyrimidine (8.15 g, 50 mmol) in 200 mL of THF, was added 4-hydroxy-piperidine-1-carboxylic acid tert-butyl ester (10 g, 1 eq) and potassium tert-butoxide (6.1 g, 1.2 eq) at 0° C. The resulting mixture was stirred at room temperature for 16 h then quenched with a saturated solution of NH4Cl and extracted with ethyl acetate. The combined organic layers were washed with water and brine, dried over magnesium sulfate and concentrated to give crude 9a.